This data is from the Open Reaction Database (ORD), a public repository of structured organic reaction records. The task is: describe an organic reaction: reactants, conditions, products, and yield The reactants are FC1=CC=C2C(=CNC2=C1)C=O (6-fluoro-1H-indole-3-carbaldehyde), NO (hydroxylamine), C(=O)[O-].[Na+] (sodium formate), O (water). Solvent: C(=O)O (formic acid). Reaction conditions: temperature 100 celsius, time 3 hour. The product is FC1=CC=C2C(=CNC2=C1)C#N (6-Fluoro-1H-indole-3-carbonitrile). The yield is 59.9%. As a reaction SMILES: [F:1][C:2]1[CH:10]=[C:9]2[C:5]([C:6]([CH:11]=O)=[CH:7][NH:8]2)=[CH:4][CH:3]=1.[NH2:13]O.C([O-])=O.[Na+].O>C(O)=O>[F:1][C:2]1[CH:10]=[C:9]2[C:5]([C:6]([C:11]#[N:13])=[CH:7][NH:8]2)=[CH:4][CH:3]=1 |f:2.3|. Reported procedure: To a solution of 6-fluoro-1H-indole-3-carbaldehyde (0.97 g) in 90% formic acid (25 mL) were added hydroxylamine (0.65 g) and sodium formate (0.81 g), and this mixture was stirred at 100° C. for 3 hours. After cooling to ambient temperature, water was added to this reaction mixture and the precipitated solid was collected by filtration, and washed with water, dried to give the title compound (0.57 g). Starting materials: CO, Cl[Co]Cl, [Co], [Na+], [OH-], O, O, O, O, O, O, c1ccc(N=C2NC(=Nc3ccccn3)c3ccccc32)nc1. Product: [Co+2], c1ccc(N=C2NC(=Nc3ccccn3)c3ccccc32)nc1. Reaction SMILES: [CH3:36][OH:37].[Co:32]([Cl:33])[Cl:34].[Co:35].[Na+:25].[OH-:24].[OH2:26].[OH2:27].[OH2:28].[OH2:29].[OH2:30].[OH2:31].[n:1]1[c:2]([N:7]=[C:8]2[NH:9][C:10](=[N:17][c:18]3[n:19][cH:20][cH:21][cH:22][cH:23]3)[c:11]3[cH:12][cH:13][cH:14][cH:15][c:16]32)[cH:3][cH:4][cH:5][cH:6]1>>[Co+2:32].[n:1]1[c:2]([N:7]=[C:8]2[NH:9][C:10](=[N:17][c:18]3[n:19][cH:20][cH:21][cH:22][cH:23]3)[c:11]3[cH:12][cH:13][cH:14][cH:15][c:16]32)[cH:3][cH:4][cH:5][cH:6]1. Starting materials: [H][H] (hydrogen), [H][H] (hydrogen), C(C1=CC=CC=C1)OC(=O)N1CC2CCCCC2(C1)NC(=O)OC(C)(C)C (8-benzyloxycarbonyl-1-tert-butoxycarbonylamino-8-azabicyclo[4.3.0]nonane). The reagents and catalysts are [C].[Pd] (palladium-carbon). The solvent is CO (methanol). Product: C(C)(C)(C)OC(=O)NC12CNCCC2CCC1 (1-tert-Butoxycarbonylamino-3-azabicyclo[4.3.0]nonane). As a reaction SMILES: C(OC([N:11]1[CH2:19][C:18]2([NH:20][C:21]([O:23][C:24]([CH3:27])([CH3:26])[CH3:25])=[O:22])[CH:13]([CH2:14][CH2:15][CH2:16][CH2:17]2)[CH2:12]1)=O)C1C=CC=CC=1.[H][H]>[C].[Pd].CO>[C:24]([O:23][C:21]([NH:20][C:18]12[CH2:17][CH2:16][CH2:15][CH:14]1[CH2:13][CH2:12][NH:11][CH2:19]2)=[O:22])([CH3:25])([CH3:26])[CH3:27] |f:2.3|. Procedure: A 10% palladium-carbon catalyst (83.0 mg, 20 wt %) was added to a solution of 8-benzyloxycarbonyl-1-tert-butoxycarbonylamino-8-azabicyclo[4.3.0]nonane (optical isomer B) (415 mg, 1.11 mmol) in methanol (11.1 mL) in a nitrogen atmosphere. After the atmosphere was replaced with hydrogen, the mixture was stirred in a hydrogen atmosphere at room temperature for one hour. After the atmosphere was replaced with nitrogen, the reaction solution was filtered through Celite and concentrated under reduced ...